From a dataset of the Open Reaction Database (ORD), a public repository of structured organic reaction records. describe an organic reaction: reactants, conditions, products, and yield The reactants are C1(CCC(CC1)C(=O)OC)C(=O)OC (Dimethyl 1,4-cyclohexanedicarboxylate), C(C)(C)NC(C)C (Diisopropylamine), C(CCC)[Li] (n-butyl lithium), CCCCCC (hexane), C(C=C)I (allyl iodide). The solvent is C1CCOC1 (THF), C1CCOC1 (THF), CN(P(=O)(N(C)C)N(C)C)C (hexamethyl-phosphoramide). Conditions: temperature -78 celsius, time 15 minute. Yields the product COC(=O)C1(CCC(CC1)C(=O)OC)CC=C (1-Allyl-cyclohexane-1,4-dicarboxylic acid dimethyl ester). The yield is 102.4%. As a reaction SMILES: C(N[CH:5]([CH3:7])[CH3:6])(C)C.C([Li])CCC.CCCCCC.[CH:19]1([C:29]([O:31][CH3:32])=[O:30])[CH2:24][CH2:23][CH:22]([C:25]([O:27][CH3:28])=[O:26])[CH2:21][CH2:20]1.C(I)C=C>C1COCC1.CN(C)P(N(C)C)(N(C)C)=O>[CH3:32][O:31][C:29]([C:19]1([CH2:7][CH:5]=[CH2:6])[CH2:24][CH2:23][CH:22]([C:25]([O:27][CH3:28])=[O:26])[CH2:21][CH2:20]1)=[O:30]. Procedure details: Diisopropylamine (4.55 g, 6.36 mL, 45 mmol) was dissolved in THF (100 mL) and cooled to −78° C. To this solution was added 2.5 M n-butyl lithium in hexane (18 mL, 45 mmol). The solution was stirred for 15 min, warmed up to 0° C. and stirred for an additional 20 min, then re-cooled to −78° C. Dimethyl 1,4-cyclohexanedicarboxylate (7.5 g, 37.5 mmol) in THF (10 mL) was then added and the reaction mixture was allowed to stir at −78° C. for 1 h followed by the addition of a mixture of hexamethyl-phos... Starting materials: [N+](=O)([O-])C1=CC=C(C=C1)CCN1CCCCC1 (1-[2-(4-nitrophenyl)ethyl]piperidine). Run in C(C)O (ethanol). Run at time 86 hour. Yields the product NC1=CC=C(C=C1)CCN1CCCCC1 (1-[2-(4-aminophenyl)ethyl]-piperidine). The yield is 100.3%. As a reaction SMILES: [N+:1]([C:4]1[CH:9]=[CH:8][C:7]([CH2:10][CH2:11][N:12]2[CH2:17][CH2:16][CH2:15][CH2:14][CH2:13]2)=[CH:6][CH:5]=1)([O-])=O>C(O)C>[NH2:1][C:4]1[CH:9]=[CH:8][C:7]([CH2:10][CH2:11][N:12]2[CH2:17][CH2:16][CH2:15][CH2:14][CH2:13]2)=[CH:6][CH:5]=1. Procedure: In ethanol (100 ml) was dissolved 1-[2-(4-nitrophenyl)ethyl]piperidine (24.8 g), and to the mixture was added dried 10% palladium on carbon (1.24 g). Under hydrogen atmosphere, the mixture was stirred at room temperature under atmospheric pressure for 86 hours. The palladium was filtered off, and the filtrate was concentrated to give 1-[2-(4-aminophenyl)ethyl]-piperidine (21.7 g) as pale brown oil. Starting materials: resultant mixture, C(C)(C)(C)[Si](OC1=CC=C(C=C1)C(CC1=CC=CC=C1)=NO)(C)C (1-[4-(tert-butyl-dimethyl-silanyloxy)-phenyl]-2-phenyl-ethanone oxime), [Cl-].[NH4+] (ammonium chloride), C(CCC)[Li] (n-butyllithium), COC(=O)C1CC1 (cyclopropanecarboxylic acid methyl ester). Run in O1CCCC1 (tetrahydrofuran), O1CCCC1 (tetrahydrofuran), C(C)(=O)OCC (ethyl acetate), hexanes. Run at time 30 minute. The product is C(C)(C)(C)[Si](OC1=CC=C(C=C1)C1=NOC(C1C1=CC=CC=C1)(O)C1CC1)(C)C (3-[4-(tert-butyl-dimethyl-silanyloxy)-phenyl]-5-cyclopropyl-4-phenyl-4,5-dihydro-isoxazol-5-ol). Yield: 32.0%. RXN SMILES: [C:1]([Si:5]([CH3:24])([CH3:23])[O:6][C:7]1[CH:12]=[CH:11][C:10]([C:13](=[N:21][OH:22])[CH2:14][C:15]2[CH:20]=[CH:19][CH:18]=[CH:17][CH:16]=2)=[CH:9][CH:8]=1)([CH3:4])([CH3:3])[CH3:2].C([Li])CCC.C[O:31][C:32]([CH:34]1[CH2:36][CH2:35]1)=O.[Cl-].[NH4+]>O1CCCC1.C(OCC)(=O)C>[C:1]([Si:5]([CH3:24])([CH3:23])[O:6][C:7]1[CH:12]=[CH:11][C:10]([C:13]2[CH:14]([C:15]3[CH:16]=[CH:17][CH:18]=[CH:19][CH:20]=3)[C:32]([CH:34]3[CH2:36][CH2:35]3)([OH:31])[O:22][N:21]=2)=[CH:9][CH:8]=1)([CH3:2])([CH3:4])[CH3:3] |f:3.4|. Reported procedure: To a mixture consisting of Example 1, Compound B (3.0 g) in anhydrous tetrahydrofuran (14 mL) at −5° C. under a nitrogen atmosphere is added a solution consisting of 1.6 M n-butyllithium in hexanes (12 mL.) The mixture is stirred between −5 and 0° C. for 30 minutes. To the stirring mixture at 0° C. is added a mixture consisting of cyclopropanecarboxylic acid methyl ester (1.3 g) in tetrahydrofuran (7 mL) and the resultant mixture is stirred for two hours. The mixture is raised to room temperatur... Reactants: C([O-])([O-])=O.[K+].[K+] (potassium carbonate), [Cl-].[NH4+] (ammonium chloride), F[B-](F)(F)F.C(C)[O+](CC)CC (triethyloxonium tetrafluoroborate), C(N)(=S)C1=C2CCC(C2=CC=C1)=O (4-thiocarbamoyl-1-indanone). The solvent is O (water), C(Cl)Cl (methylene chloride). Yields the product Cl.C(N)(=N)C1=C2CCC(C2=CC=C1)=O (4-Amidino-1-indanone hydrochloride). RXN SMILES: F[B-](F)(F)F.C([O+](CC)CC)C.[C:13]([C:16]1[CH:24]=[CH:23][CH:22]=[C:21]2[C:17]=1[CH2:18][CH2:19][C:20]2=[O:25])(=S)[NH2:14].C(=O)([O-])[O-].[K+].[K+].[Cl-:32].[NH4+:33]>C(Cl)Cl.O>[ClH:32].[C:13]([C:16]1[CH:24]=[CH:23][CH:22]=[C:21]2[C:17]=1[CH2:18][CH2:19][C:20]2=[O:25])(=[NH:33])[NH2:14] |f:0.1,3.4.5,6.7,10.11|. Procedure details: 10.8 g (54 mmol) of triethyloxonium tetrafluoroborate are added at room temperature under argon to a solution of 9.8 g (51.3 mmol) of 4-thiocarbamoyl-1-indanone in 500 ml of absolute methylene chloride. After 16 hours a mixture of 4.2 g of potassium carbonate and 4.2 ml of water is added to the reaction solution. The mixture is then stirred briefly and filtered, and the filtrate is washed with water. The organic phase is dried over magnesium sulfate, filtered and concentrated by evaporation. The... Reactants: [N+](=O)([O-])C=1OC2=C(C1C1=CC=CC=C1)C=C(C=C2)CN2CCCC2 (2-nitro-3-phenyl-5-(1-pyrrolidylmethyl)benzofuran), [N+](=O)([O-])C=1OC2=C(C1C1=CC=CC=C1)C=C(C=C2)CN2CCCC2 (2-nitro-3-phenyl-5-(1-pyrrolidylmethyl)benzofuran), CI (methyliodide). Run in CC(=O)C (acetone). Yields the product [I-].C[N+]1(CCCC1)CC=1C=CC2=C(C(=C(O2)[N+](=O)[O-])C2=CC=CC=C2)C1 (N-methyl-N-(2-nitro-3-phenyl-5-benzofuranylmethyl)pyrrolidinium iodide). Reaction SMILES: [N+:1]([C:4]1[O:5][C:6]2[CH:18]=[CH:17][C:16]([CH2:19][N:20]3[CH2:24][CH2:23][CH2:22][CH2:21]3)=[CH:15][C:7]=2[C:8]=1[C:9]1[CH:14]=[CH:13][CH:12]=[CH:11][CH:10]=1)([O-:3])=[O:2].[CH3:25][I:26]>CC(C)=O>[I-:26].[CH3:25][N+:20]1([CH2:19][C:16]2[CH:17]=[CH:18][C:6]3[O:5][C:4]([N+:1]([O-:3])=[O:2])=[C:8]([C:9]4[CH:10]=[CH:11][CH:12]=[CH:13][CH:14]=4)[C:7]=3[CH:15]=2)[CH2:24][CH2:23][CH2:22][CH2:21]1 |f:3.4|. Procedure details: Using the method of Example 8, 2-nitro-3-phenyl-5-(1-pyrrolidylmethyl)benzofuran (the product of Example 2) is reacted with methyliodide in acetone to provide tan solid N-methyl-N-(2-nitro-3-phenyl-5-benzofuranylmethyl)pyrrolidinium iodide, m.p. 235°-237° C., having the structure ##STR17## The reactants are CC(N)c1cccc(C(F)(F)F)c1, O=C1CCC(=O)O1. The product is CC(NC(=O)CCC(=O)O)c1cccc(C(F)(F)F)c1. Reaction SMILES: [F:1][C:2]([c:3]1[cH:4][c:5]([CH:9]([CH3:10])[NH2:11])[cH:6][cH:7][cH:8]1)([F:12])[F:13].[O:14]=[C:15]1[CH2:16][CH2:17][C:18](=[O:19])[O:20]1>>[F:1][C:2]([c:3]1[cH:4][c:5]([CH:9]([CH3:10])[NH:11][C:18]([CH2:17][CH2:16][C:15](=[O:14])[OH:20])=[O:19])[cH:6][cH:7][cH:8]1)([F:12])[F:13]. Starting materials: [Br-], N#Cc1ccc(Br)cc1Cl, CC(C)=O, Cc1ccccc1, CCO, OB(O)c1c(F)cccc1F, [K+], [Na+], O=C([O-])O, O, c1ccc(P(c2ccccc2)(c2ccccc2)[Pd](P(c2ccccc2)(c2ccccc2)c2ccccc2)(P(c2ccccc2)(c2ccccc2)c2ccccc2)P(c2ccccc2)(c2ccccc2)c2ccccc2)cc1. The product is N#Cc1ccc(-c2c(F)cccc2F)cc1Cl. As a reaction SMILES: [Br-:27].[Br:1][c:2]1[cH:3][c:4]([Cl:10])[c:5]([C:6]#[N:7])[cH:8][cH:9]1.[CH3:117][C:118](=[O:119])[CH3:120].[CH3:29][c:30]1[cH:31][cH:32][cH:33][cH:34][cH:35]1.[CH3:36][CH2:37][OH:38].[F:11][c:12]1[c:13]([B:19]([OH:20])[OH:21])[c:14]([F:18])[cH:15][cH:16][cH:17]1.[K+:28].[Na+:26].[O-:22][C:23]([OH:24])=[O:25].[OH2:39].[cH:40]1[cH:41][cH:42][c:43]([P:44]([Pd:45]([P:46]([c:47]2[cH:48][cH:49][cH:50][cH:51][cH:52]2)([c:53]2[cH:54][cH:55][cH:56][cH:57][cH:58]2)[c:59]2[cH:60][cH:61][cH:62][cH:63][cH:64]2)([P:65]([c:66]2[cH:67][cH:68][cH:69][cH:70][cH:71]2)([c:72]2[cH:73][cH:74][cH:75][cH:76][cH:77]2)[c:78]2[cH:79][cH:80][cH:81][cH:82][cH:83]2)[P:84]([c:85]2[cH:86][cH:87][cH:88][cH:89][cH:90]2)([c:91]2[cH:92][cH:93][cH:94][cH:95][cH:96]2)[c:97]2[cH:98][cH:99][cH:100][cH:101][cH:102]2)([c:103]2[cH:104][cH:105][cH:106][cH:107][cH:108]2)[c:109]2[cH:110][cH:111][cH:112][cH:113][cH:114]2)[cH:115][cH:116]1>>[c:2]1(-[c:13]2[c:12]([F:11])[cH:17][cH:16][cH:15][c:14]2[F:18])[cH:3][c:4]([Cl:10])[c:5]([C:6]#[N:7])[cH:8][cH:9]1.